Dataset: the Open Reaction Database (ORD), a public repository of structured organic reaction records. Task: describe an organic reaction: reactants, conditions, products, and yield Reactants: COC(=O)c1cccc(C(=O)NCc2ccc(Cl)c(Cl)c2)c1, CO, [Na+], [OH-]. The product is O=C(O)c1cccc(C(=O)NCc2ccc(Cl)c(Cl)c2)c1. RXN SMILES: [CH3:1][O:2][C:3]([c:4]1[cH:5][c:6]([C:10]([NH:11][CH2:12][c:13]2[cH:14][c:15]([Cl:20])[c:16]([Cl:19])[cH:17][cH:18]2)=[O:21])[cH:7][cH:8][cH:9]1)=[O:22].[CH3:25][OH:26].[Na+:24].[OH-:23]>>[O:2]=[C:3]([c:4]1[cH:5][c:6]([C:10]([NH:11][CH2:12][c:13]2[cH:14][c:15]([Cl:20])[c:16]([Cl:19])[cH:17][cH:18]2)=[O:21])[cH:7][cH:8][cH:9]1)[OH:22]. Starting materials: P(OCC)(OCC)OCC (triethyl phosphite), CO (methyl alcohol), C(C)(=O)O (acetic acid), O.O.O.O.[N+](=O)([O-])[O-].[Ca+2].[N+](=O)([O-])[O-] (calcium nitrate tetrahydrate), CO (methyl alcohol), [Ca] (calcium), [P] (phosphorus), [Ca] (calcium), CO (methyl alcohol). The reagents and catalysts are [N+](=O)([O-])[O-].[Ag+] (silver nitrate), [Ag] (silver), [Ag] (silver). Solvent: O (water). Conditions: time 120 hour. Product: P(=O)([O-])([O-])[O-].[Ca+2].P(=O)([O-])([O-])[O-].[Ca+2].[Ca+2] (Calcium Phosphate). Reaction SMILES: [OH2:1].O.O.O.[N+]([O-])([O-])=O.[Ca+2:9].[N+]([O-])([O-])=O.CO.[Ca].[P:17]([O:24]CC)([O:21]CC)[O:18]CC.C(O)(=[O:29])C.[P]>[Ag].[N+]([O-])([O-])=O.[Ag+].O>[P:17]([O-:24])([O-:29])([O-:21])=[O:18].[Ca+2:9].[P:17]([O-:24])([O-:1])([O-:21])=[O:18].[Ca+2:9].[Ca+2:9] |f:0.1.2.3.4.5.6,13.14,16.17.18.19.20|. Procedure: In this invention, silver-doped hydroxyapatite solution is prepared by fluxing 0.03 mol calcium nitrate tetrahydrate [Ca(NO3)2.4H2O (Aldrich 99%, USA)] in 0.3 mol methyl alcohol and is dehydrated at 150° C. After solvent evaporation, the calcium precursor is refluxed in 0.3 mol methyl alcohol for 1 hour. The 0.018 mol triethyl phosphite [(C2HSO)3P (Fluka 97%, Japan)] is fluxed in 0.15 mol methyl alcohol and pre-hydrolyzed for 5 hours in the presence of a catalyst (0.045 mol acetic acid [CH3COOH]... Starting materials: C(C1=CC=CC=C1)OC1=C(C(=CC(=C1)C=1OC(=CN1)C)OC)C1=CC=C(N=N1)N(C1CC(NC(C1)(C)C)(C)C)C (6-(2-(benzyloxy)-6-methoxy-4-(5-methyloxazol-2-yl)phenyl)-N-methyl-N-(2,2,6,6-tetramethylpiperidin-4-yl)pyridazin-3-amine), CO (MeOH), [H][H] (hydrogen), Cl (HCl). The reagents and catalysts are [Pd] (palladium on carbon). Solvent: C(C)(=O)OCC.CO (ethyl acetate MeOH), C(C)OCC (diethyl ether), C(Cl)Cl (DCM). Run at time 8 hour. Product: COC=1C(=C(C=C(C1)C=1OC(=CN1)C)O)C=1N=NC(=CC1)N(C1CC(NC(C1)(C)C)(C)C)C (3-methoxy-2-(6-(methyl(2,2,6,6-tetramethylpiperidin-4-yl)amino)pyridazin-3-yl)-5-(5-methyloxazol-2-yl)phenol). Isolated yield 73.8%. Reaction SMILES: [CH2:1]([O:8][C:9]1[CH:14]=[C:13]([C:15]2[O:16][C:17]([CH3:20])=[CH:18][N:19]=2)[CH:12]=[C:11]([O:21]C)[C:10]=1[C:23]1[N:28]=[N:27][C:26]([N:29]([CH3:40])[CH:30]2[CH2:35][C:34]([CH3:37])([CH3:36])[NH:33][C:32]([CH3:39])([CH3:38])[CH2:31]2)=[CH:25][CH:24]=1)C1C=CC=CC=1.[H][H].Cl.CO>[Pd].C(Cl)Cl.C(OCC)C.C(OCC)(=O)C.CO>[CH3:1][O:8][C:9]1[C:10]([C:23]2[N:28]=[N:27][C:26]([N:29]([CH3:40])[CH:30]3[CH2:35][C:34]([CH3:36])([CH3:37])[NH:33][C:32]([CH3:39])([CH3:38])[CH2:31]3)=[CH:25][CH:24]=2)=[C:11]([OH:21])[CH:12]=[C:13]([C:15]2[O:16][C:17]([CH3:20])=[CH:18][N:19]=2)[CH:14]=1 |f:7.8|. Reported procedure: To a solution of 6-(2-(benzyloxy)-6-methoxy-4-(5-methyloxazol-2-yl)phenyl)-N-methyl-N-(2,2,6,6-tetramethylpiperidin-4-yl)pyridazin-3-amine (36 mg, 0.066 mmol) in 1:1 ethyl acetate/MeOH (1.3 mL) under an atmosphere of nitrogen was added palladium on carbon (10% Pd content, 7 mg, 6.6 umol). The atmosphere was replaced by hydrogen (balloon) and the mixture stirred rapidly at RT overnight. The solution was diluted with DCM and filtered through celite. The filtrate was concentrated to a yellow residu... Reactants: OC1=CC=C(C=C1)C(C)(C)C1=CC=C(C=C1)O (bisphenol-A), S(O)(O)(=O)=O (sulfuric acid), C=O (paraformaldehyde), C=CC1=CC=CC=C1 (Styrene), [OH-].[Na+] (sodium hydroxide). Solvent: C(C)O (ethanol). Reaction conditions: time 48 hour. Product: OC1=CC=C(C=C1)C(C)(C)C1=CC=C(C=C1)O.C=O (Bisphenol-A formaldehyde), viscous syrup. Reaction SMILES: C=CC1C=CC=CC=1.[OH:9][C:10]1[CH:15]=[CH:14][C:13]([C:16]([C:19]2[CH:24]=[CH:23][C:22]([OH:25])=[CH:21][CH:20]=2)([CH3:18])[CH3:17])=[CH:12][CH:11]=1.S(=O)(=O)(O)O.[CH2:31]=[O:32].[OH-].[Na+]>C(O)C>[OH:9][C:10]1[CH:11]=[CH:12][C:13]([C:16]([C:19]2[CH:20]=[CH:21][C:22]([OH:25])=[CH:23][CH:24]=2)([CH3:18])[CH3:17])=[CH:14][CH:15]=1.[CH2:31]=[O:32] |f:4.5,7.8|. Procedure: Preparation of Styrene Terminated Bisphenol-A-Formaldehyde (STBPA-F). Bisphenol-A-formaldehyde resin was prepared as follows. 150.0 g (0.658 moles) of bisphenol-A was dissolved in 500 ml of ethanol in a 1 liter round bottom flask equipped with condenser and magnetic stirrer. To this reaction mixture was added 0.5 ml of concentrated sulfuric acid. The solution was heated to reflux and then 14.5 g (0.151 moles) of paraformaldehyde was added gradually to the reaction. The reaction was heated at ref...